The task is: describe an organic reaction: reactants, conditions, products, and yield. This data is from the Open Reaction Database (ORD), a public repository of structured organic reaction records. Starting materials: NC=1C(=C(C2=C(CC(O2)(C)CN2CCC(CC2)C(=O)OCC)C1C)C)C (ethyl 1-[(5-amino-2,4,6,7-tetramethyl-2,3-dihydrobenzofuran-2-yl)methyl]-4-piperidinecarboxylate), [OH-].[Na+] (sodium hydroxide). Solvent: C(C)O (ethanol). Conditions: time 2 hour. The product is NC=1C(=C(C2=C(CC(O2)(C)CN2CCC(CC2)C(=O)[O-])C1C)C)C.[Na+] (Sodium 1-[(5-amino-2,4,6,7-tetramethyl-2,3-dihydrobenzofuran-2-yl)methyl]-4-piperidinecarboxylate). The yield is 75.0%. RXN SMILES: [NH2:1][C:2]1[C:3]([CH3:26])=[C:4]([CH3:25])[C:5]2[O:9][C:8]([CH2:11][N:12]3[CH2:17][CH2:16][CH:15]([C:18]([O:20]CC)=[O:19])[CH2:14][CH2:13]3)([CH3:10])[CH2:7][C:6]=2[C:23]=1[CH3:24].[OH-].[Na+:28]>C(O)C>[NH2:1][C:2]1[C:3]([CH3:26])=[C:4]([CH3:25])[C:5]2[O:9][C:8]([CH2:11][N:12]3[CH2:17][CH2:16][CH:15]([C:18]([O-:20])=[O:19])[CH2:14][CH2:13]3)([CH3:10])[CH2:7][C:6]=2[C:23]=1[CH3:24].[Na+:28] |f:1.2,4.5|. Procedure: To a solution of ethyl 1-[(5-amino-2,4,6,7-tetramethyl-2,3-dihydrobenzofuran-2-yl)methyl]-4-piperidinecarboxylate (10 g) in ethanol (40 mL) was added 5.7 mL of 5N-aqueous sodium hydroxide and the mixture was stirred under nitrogen gas at room temperature for 2 hours. The precipitate was collected by filtration and washed with diethyl ether to provide 7.5 g of the title compound. Yield 75%. The filtrate was concentrated under reduced pressure and the solid residue was washed thoroughly with dieth... Reactants: C(CCC)OC1=C(C=CC=C1)NC(=N)N (N-(2-butoxyphenyl)guanidine), C(C)OC=C(C(=O)OCC)C(=O)OCC (diethyl ethoxymethylenemalonate), O (water). Run in CN(C)C=O (DMF). Run at temperature 100 celsius. Yields the product C(CCC)OC1=C(NC=2NC(C(=CN2)C(=O)OCC)=O)C=CC=C1 (ethyl 2-(2-butoxyanilino)-1,6-dihydro-6-oxo-5-pyrimidinecarboxylate). Yield: 86.8%. RXN SMILES: [CH2:1]([O:5][C:6]1[CH:11]=[CH:10][CH:9]=[CH:8][C:7]=1[NH:12][C:13]([NH2:15])=[NH:14])[CH2:2][CH2:3][CH3:4].C([O:18][CH:19]=[C:20]([C:26](OCC)=O)[C:21]([O:23][CH2:24][CH3:25])=[O:22])C.O>CN(C=O)C>[CH2:1]([O:5][C:6]1[CH:11]=[CH:10][CH:9]=[CH:8][C:7]=1[NH:12][C:13]1[NH:15][C:19](=[O:18])[C:20]([C:21]([O:23][CH2:24][CH3:25])=[O:22])=[CH:26][N:14]=1)[CH2:2][CH2:3][CH3:4]. Procedure details: A mixture of N-(2-butoxyphenyl)guanidine (11.6 g) and diethyl ethoxymethylenemalonate (12.1 g) in DMF (70 ml) is heated at 100° C. for 9 hours. After cooling, water (50 ml) is added to the reaction mixture, and the precipitate is collected by filtration, washed with ethanol and recrystallized from a mixture of DMF and water to give ethyl 2-(2-butoxyanilino)-1,6-dihydro-6-oxo-5-pyrimidinecarboxylate (16.1 g). M.p. 211°-213° C. The reactants are [N+](=O)([O-])C1=CC=2C(C3=CC=C(C(=C3C2C(=C1)[N+](=O)[O-])[N+](=O)[O-])[N+](=O)[O-])=NOC(C(=O)O)C ((+)-2-(2,4,5,6-tetranitro-9-fluorenylideneaminooxy)proprionic acid), CC1=NC=C(N1CCO)[N+](=O)[O-] (metronidazole), CCN=C=NCCCN(C)C (EDCI). The reagents and catalysts are CN(C)C=1C=CN=CC1 (DMAP). The solvent is C1CCOC1 (THF). Reaction conditions: time 6 hour. Product: CC=1NC(=CN1)[N+](=O)[O-].[N+](=O)([O-])C1=CC=2C(C3=CC(=CC(=C3C2C(=C1)[N+](=O)[O-])[N+](=O)[O-])[N+](=O)[O-])=NOC(C(=O)OCC)C (2-methyl-5-nitro-1H-imidazole 1-ethyl (+)-2-(2,4,5,7-tetranitro-9-fluorenylideneaminooxy)propionate). Isolated yield 106.2%. As a reaction SMILES: [N+:1]([C:4]1[CH:16]=[C:15]([N+:17]([O-:19])=[O:18])[C:14]2[C:13]3[C:8](=[CH:9][CH:10]=[C:11]([N+]([O-])=O)[C:12]=3[N+:20]([O-:22])=[O:21])[C:7](=[N:26][O:27][CH:28]([CH3:32])[C:29]([OH:31])=[O:30])[C:6]=2[CH:5]=1)([O-:3])=[O:2].[CH3:33][C:34]1[N:38](CCO)[C:37]([N+:42]([O-:44])=[O:43])=[CH:36][N:35]=1.[CH3:45][CH2:46]N=C=NCCCN(C)C>CN(C1C=CN=CC=1)C.C1COCC1>[CH3:33][C:34]1[NH:38][C:37]([N+:42]([O-:44])=[O:43])=[CH:36][N:35]=1.[N+:17]([C:15]1[CH:16]=[C:4]([N+:1]([O-:3])=[O:2])[C:5]2[C:9]3[C:8](=[CH:13][C:12]([N+:20]([O-:22])=[O:21])=[CH:11][C:10]=3[N+:42]([O-:44])=[O:43])[C:7](=[N:26][O:27][CH:28]([CH3:32])[C:29]([O:31][CH2:45][CH3:46])=[O:30])[C:6]=2[CH:14]=1)([O-:19])=[O:18] |f:5.6|. Procedure details: The reaction mixture of (+)-2-(2,4,5,6-tetranitro-9-fluorenylideneaminooxy)proprionic acid (223 mg, 0.5 mmol), metronidazole (86 mg, 0.5 mmol), EDCI (133 mg, 0.7 mmol), DMAP (10 mg, 0.1 mmol) and THF (5 ml) was stirred at room temperature for 6 h. THF was then removed under reduced pressure. The residue was dissolved in dichloromethane (50 ml). The organic layer was washed with H2O, 5% Na2CO3, H2O, and brine, and then dried over MgSO4. The solvent was removed under vacuum. The resulting liquid w... Reactants: C(C)(=O)O (acetic acid), C(C1=CC=CC=C1)N (benzylamine), C(#N)[BH3-].[Na+] (sodium cyanoborohydride), C(C)OC=1C(=CC=2CC[C@H]3[C@@H]4CCC([C@@]4(C)CC[C@@H]3C2C1)=O)OCC1=CC=CC=C1 (2-Ethoxy-3-Benzyloxy-Estra-1,3,5(10)-Triene-17-One), C(C1=CC=CC=C1)N (benzylamine), C(C)(=O)O (acetic acid), C(#N)[BH3-].[Na+] (sodium cyanoborohydride). Solvent: CCCCCC (hexane), CCCCCC.C(Cl)Cl (hexane CH2Cl2), ClCCCl (1,2-dichloroethane), C(Cl)Cl (CH2Cl2). Run at time 72 hour. Yields the product C(C)OC=1C(=CC=2CC[C@H]3[C@@H]4CC[C@@H]([C@@]4(C)CC[C@@H]3C2C1)NCC1=CC=CC=C1)OCC1=CC=CC=C1 (2-Ethoxy-3-Benzyloxy-17β-Benzylaminoestra-1,3,5(10)-Triene). The yield is 89.0%. Reaction SMILES: C(O)(=O)C.[CH2:5]([NH2:12])[C:6]1[CH:11]=[CH:10][CH:9]=[CH:8][CH:7]=1.C([BH3-])#N.[Na+].[CH2:17]([O:19][C:20]1[C:21]([O:39][CH2:40][C:41]2[CH:46]=[CH:45][CH:44]=[CH:43][CH:42]=2)=[CH:22][C:23]2[CH2:24][CH2:25][C@@H:26]3[C@@H:35]([C:36]=2[CH:37]=1)[CH2:34][CH2:33][C@@:31]1([CH3:32])[C@H:27]3[CH2:28][CH2:29][C:30]1=O)[CH3:18]>ClCCCl.C(Cl)Cl.CCCCCC.C(Cl)Cl.CCCCCC>[CH2:17]([O:19][C:20]1[C:21]([O:39][CH2:40][C:41]2[CH:42]=[CH:43][CH:44]=[CH:45][CH:46]=2)=[CH:22][C:23]2[CH2:24][CH2:25][C@@H:26]3[C@@H:35]([C:36]=2[CH:37]=1)[CH2:34][CH2:33][C@@:31]1([CH3:32])[C@H:27]3[CH2:28][CH2:29][C@@H:30]1[NH:12][CH2:5][C:6]1[CH:11]=[CH:10][CH:9]=[CH:8][CH:7]=1)[CH3:18] |f:2.3,7.8|. Procedure details: Glacial acetic acid (0.8 mL), benzylamine (1.6 mL, 15 mmol), and sodium cyanoborohydride (0.9 g, 14 mmol) were added under an argon atmosphere to a solution of 17-keto derivative (18) (2 g, 5 mmol) in anhydrous 1,2-dichloroethane (30 mL). The resulting mixture was stirred at room temperature for 72 h. Additional amounts of anhydrous benzylamine (0.4 mL), acetic acid (0.2 mL), and sodium cyanoborohydride (0.25 g) were added to the mixture, and stirring was continued for 24 h. The solvent was remo... Starting materials: FC1=C(C=CC(=C1F)OCCCC)O (2,3-difluoro-4-butoxyphenol), C(CCCC)[C@@H]1CC[C@H](CC1)CBr (trans-4-pentylcyclohexylmethyl bromide), C([O-])([O-])=O.[K+].[K+] (potassium carbonate). The solvent is CN(C=O)C (dimethylformamide). The product is C(CCC)OC1=C(C(=C(C=C1)OC[C@@H]1CC[C@H](CC1)CCCCC)F)F (1-butoxy-2,3-difluoro-4-(trans-4-pentylcyclohexylmethoxy)benzene). As a reaction SMILES: [F:1][C:2]1[C:7]([F:8])=[C:6]([O:9][CH2:10][CH2:11][CH2:12][CH3:13])[CH:5]=[CH:4][C:3]=1[OH:14].[CH2:15]([C@H:20]1[CH2:25][CH2:24][C@H:23]([CH2:26]Br)[CH2:22][CH2:21]1)[CH2:16][CH2:17][CH2:18][CH3:19].C(=O)([O-])[O-].[K+].[K+]>CN(C)C=O>[CH2:10]([O:9][C:6]1[CH:5]=[CH:4][C:3]([O:14][CH2:26][C@H:23]2[CH2:24][CH2:25][C@H:20]([CH2:15][CH2:16][CH2:17][CH2:18][CH3:19])[CH2:21][CH2:22]2)=[C:2]([F:1])[C:7]=1[F:8])[CH2:11][CH2:12][CH3:13] |f:2.3.4|. Procedure details: 0.1 mol of 2,3-difluoro-4-butoxyphenol, 0.11 mol of trans-4-pentylcyclohexylmethyl bromide and 0.11 mol of potassium carbonate are heated at 100° in 100 ml of dimethylformamide (DMF) for 16 hours. After cooling, the inorganic salts are filtered off with suction, the filtrate is concentrated and water is added. Extraction with methylene chloride gives 1-butoxy-2,3-difluoro-4-(trans-4-pentylcyclohexylmethoxy)benzene. Starting materials: CCN1CCN(C(=O)Cc2ccc(Br)cc2)CC1, COc1ccc(CN(Cc2ccc(OC)cc2)c2ncc(-c3nc(N4CCOCC4)nc4c3CCN4)cn2)cc1, CCN1CCN(C(=O)Cc2ccc(N3CCc4c(-c5cnc(N(Cc6ccc(OC)cc6)Cc6ccc(OC)cc6)nc5)nc(N5CCOCC5)nc43)cc2)CC1. Product: CCN1CCN(C(=O)Cc2ccc(N3CCc4c(-c5cnc(N)nc5)nc(N5CCOCC5)nc43)cc2)CC1. Reaction SMILES: [Br:41][c:42]1[cH:43][cH:44][c:45]([CH2:46][C:47]([N:48]2[CH2:49][CH2:50][N:51]([CH2:52][CH3:53])[CH2:54][CH2:55]2)=[O:56])[cH:57][cH:58]1.[CH3:1][O:2][c:3]1[cH:4][cH:5][c:6]([CH2:7][N:8]([CH2:9][c:10]2[cH:11][cH:12][c:13]([O:14][CH3:15])[cH:16][cH:17]2)[c:18]2[n:19][cH:20][c:21](-[c:22]3[c:23]4[c:27]([n:28][c:29]([N:30]5[CH2:31][CH2:32][O:33][CH2:34][CH2:35]5)[n:36]3)[NH:26][CH2:25][CH2:24]4)[cH:37][n:38]2)[cH:39][cH:40]1.[CH3:59][O:60][c:61]1[cH:62][cH:63][c:64]([CH2:65][N:66]([c:67]2[n:68][cH:69][c:70](-[c:73]3[c:74]4[c:75]([n:76][c:77]([N:79]5[CH2:80][CH2:81][O:82][CH2:83][CH2:84]5)[n:78]3)[N:85]([c:88]3[cH:89][cH:90][c:91]([CH2:94][C:95](=[O:96])[N:97]5[CH2:98][CH2:99][N:100]([CH2:103][CH3:104])[CH2:101][CH2:102]5)[cH:92][cH:93]3)[CH2:86][CH2:87]4)[cH:71][n:72]2)[CH2:105][c:106]2[cH:107][cH:108][c:109]([O:110][CH3:111])[cH:112][cH:113]2)[cH:114][cH:115]1>>[NH2:66][c:67]1[n:68][cH:69][c:70](-[c:73]2[c:74]3[c:75]([n:76][c:77]([N:79]4[CH2:80][CH2:81][O:82][CH2:83][CH2:84]4)[n:78]2)[N:85]([c:88]2[cH:89][cH:90][c:91]([CH2:94][C:95](=[O:96])[N:97]4[CH2:98][CH2:99][N:100]([CH2:103][CH3:104])[CH2:101][CH2:102]4)[cH:92][cH:93]2)[CH2:86][CH2:87]3)[cH:71][n:72]1. Reactants: C(C)OC(CNCCN(CCC1=CC2=C(C(OC2)=O)C=C1)C(=O)OC(C)(C)C)=O (Ethyl[(2-{(tert-butoxycarbonyl)[2-(1-oxo-1,3-dihydro-2-benzofuran-5-yl)ethyl]amino}ethyl)amino]acetate), C(=O)(C(F)(F)F)O (TFA), CCN(C(C)C)C(C)C (Hunig's base). Reaction conditions: time 1 hour. Yields the product O=C1OCC2=C1C=CC(=C2)CCN2C(CNCC2)=O (1-[2-(1-Oxo-1,3-dihydro-2-benzofuran-5-yl)ethyl]piperazin-2-one). RXN SMILES: C(OC(=O)[CH2:5][NH:6][CH2:7][CH2:8][N:9]([C:22]([O:24]C(C)(C)C)=O)[CH2:10][CH2:11][C:12]1[CH:21]=[CH:20][C:15]2[C:16](=[O:19])[O:17][CH2:18][C:14]=2[CH:13]=1)C.C(O)(C(F)(F)F)=O.CCN(C(C)C)C(C)C>>[O:19]=[C:16]1[C:15]2[CH:20]=[CH:21][C:12]([CH2:11][CH2:10][N:9]3[CH2:8][CH2:7][NH:6][CH2:5][C:22]3=[O:24])=[CH:13][C:14]=2[CH2:18][O:17]1. Reported procedure: To a flask charged with Ethyl[(2-{(tert-butoxycarbonyl)[2-(1-oxo-1,3-dihydro-2-benzofuran-5-yl)ethyl]amino}ethyl)amino]acetate (280 mg, 0.69 mmol) and a stir bar was added TFA (2 mL). The mixture was allowed to stir at RT for 1 hour. The solvent was removed under vacuum, and the residue was dissolved in EtOH (5 mL). To the solution was added Hunig's base (0.36 mL, 2.1 mmol), and the solution was heated to 150° C. in a microwave tube for 45 minutes. LC showed mostly product, which was purified by...